This data is from the Open Reaction Database (ORD), a public repository of structured organic reaction records. The task is: describe an organic reaction: reactants, conditions, products, and yield The reactants are O.NN (Hydrazine mono-hydrate), COC(=O)C1=CC(=NC(=N1)N1C(CCC1)C1=CC(=NO1)C1=NC=CC=C1)NC1=NNC(=C1)C (6-Methoxycarbonyl-2-{2-[3-(pyrid-2-yl)isoxazol-5-yl]pyrrolidin-1-yl}-4-(5-methyl-1H-pyrazol-3-ylamino)pyrimidine). Run in CO (methanol). The product is NNC(=O)C1=CC(=NC(=N1)N1C(CCC1)C1=CC(=NO1)C1=NC=CC=C1)NC1=NNC(=C1)C (6-(N-Aminocarbamoyl)-2-{2-[3-(pyrid-2-yl)isoxazol-5-yl]pyrrolidin-1-yl}-4-(5-methyl-1H-pyrazol-3-ylamino)pyrimidine). The yield is 68.2%. RXN SMILES: O.[NH2:2][NH2:3].C[O:5][C:6]([C:8]1[N:13]=[C:12]([N:14]2[CH2:18][CH2:17][CH2:16][CH:15]2[C:19]2[O:23][N:22]=[C:21]([C:24]3[CH:29]=[CH:28][CH:27]=[CH:26][N:25]=3)[CH:20]=2)[N:11]=[C:10]([NH:30][C:31]2[CH:35]=[C:34]([CH3:36])[NH:33][N:32]=2)[CH:9]=1)=O>CO>[NH2:2][NH:3][C:6]([C:8]1[N:13]=[C:12]([N:14]2[CH2:18][CH2:17][CH2:16][CH:15]2[C:19]2[O:23][N:22]=[C:21]([C:24]3[CH:29]=[CH:28][CH:27]=[CH:26][N:25]=3)[CH:20]=2)[N:11]=[C:10]([NH:30][C:31]2[CH:35]=[C:34]([CH3:36])[NH:33][N:32]=2)[CH:9]=1)=[O:5] |f:0.1|. Procedure details: Hydrazine mono-hydrate (1.6 ml, 20.6 mmol) was added to a mixture of 6-methoxycarbonyl-2-{2-[3-(pyrid-2-yl)isoxazol-5-yl]pyrrolidin-1-yl}-4-(5-methyl-1H-pyrazol-3-ylamino)pyrimidine (Example 56) (1.54 g, 3.45 mmol) in methanol (20.0 ml) at ambient temperature. The resulting reaction mixture was heated at reflux for 1 hour then allowed to cool. The resulting solid was collected by filtration and washed with methanol to give the title compound (1.05 g, 68.3%). Starting materials: COC(=O)C1C(C(CC1)NCC1=C(C=CC(=C1)C1=CC=NC=C1)OC)C1=CC=C(C=C1)F ((1RS,2RS ,3RS)-2-(4-Fluorophenyl)-3-((2-methoxy-5-(pyridin-4-yl)phenyl)methylamino)cyclopentanecarboxylic acid methyl ester), Cl (HCl). Solvent: CO.C(C)OCC (methanol ethyl ether). The product is Cl.Cl.COC(=O)C1C(C(CC1)NCC1=C(C=CC(=C1)C1=CC=NC=C1)OC)C1=CC=C(C=C1)F ((1RS,2RS,3RS)-2-(4-Fluorophenyl)-3-((2-methoxy-5-(pyridin-4-yl)phenyl)methylamino)cyclopentanecarboxylic acid methyl ester dihydrochloride). RXN SMILES: [CH3:1][O:2][C:3]([CH:5]1[CH2:9][CH2:8][CH:7]([NH:10][CH2:11][C:12]2[CH:17]=[C:16]([C:18]3[CH:23]=[CH:22][N:21]=[CH:20][CH:19]=3)[CH:15]=[CH:14][C:13]=2[O:24][CH3:25])[CH:6]1[C:26]1[CH:31]=[CH:30][C:29]([F:32])=[CH:28][CH:27]=1)=[O:4].[ClH:33]>CO.C(OCC)C>[ClH:33].[ClH:33].[CH3:1][O:2][C:3]([CH:5]1[CH2:9][CH2:8][CH:7]([NH:10][CH2:11][C:12]2[CH:17]=[C:16]([C:18]3[CH:19]=[CH:20][N:21]=[CH:22][CH:23]=3)[CH:15]=[CH:14][C:13]=2[O:24][CH3:25])[CH:6]1[C:26]1[CH:31]=[CH:30][C:29]([F:32])=[CH:28][CH:27]=1)=[O:4] |f:2.3,4.5.6|. Procedure: Exposure of the product from Step A above to 2.5 equivalents of HCl in methanol/ethyl ether followed by evaporation provided the title compound. NMR (400 MHz, CD3OD): δ 8.83 (d, 2H, J=7 Hz), 8.36(d, 2H, J=7 Hz), 8.14(dd, 1H, J=9,2 Hz), 8.03(d, 1H, J=2 Hz), 7.43 (dd, 2H, J=9,5 Hz), 7.30 (d, 1H, J=9 Hz), 7.21 (t, 2H, J=9 Hz), 4.31 (d, 1H, J=13 Hz), 4.16 (d, 1H, J=13 Hz), 4.00-3.94 (m, 1H), 3.90 (dd, 1H, J=9,8 Hz), 3.85 (s, 3H), 3.63 (s, 3H), 3.46-3.38 (m, 1H), 2.52-2.38 (m, 2H), 2.22-2.12 (m, 1H),... The reactants are CN1C(=O)c2ccc3cc(Br)ccc3c2C1O, CC(=O)O, [Zn]. The product is CN1Cc2c(ccc3cc(Br)ccc23)C1=O. Reaction SMILES: [Br:1][c:2]1[cH:3][c:4]2[c:5]([c:6]3[c:10]([cH:11][cH:12]2)[C:9](=[O:13])[N:8]([CH3:14])[CH:7]3[OH:15])[cH:16][cH:17]1.[CH3:18][C:19](=[O:20])[OH:21].[Zn:22]>>[Br:1][c:2]1[cH:3][c:4]2[c:5]([c:6]3[c:10]([cH:11][cH:12]2)[C:9](=[O:13])[N:8]([CH3:14])[CH2:7]3)[cH:16][cH:17]1. The reactants are ClC=1C=C(C=2N(N1)C(=C(N2)C2=CC=C(C=C2)C2(CCC2)N)C2=CC=CC=C2)C2=NNC=C2 (1-{4-[6-chloro-3-phenyl-8-(1H-pyrazol-3-yl)imidazo[1,2-b]pyridazin-2-yl]phenyl}cyclobutanamine), O (water), Example 19, C[O-].[Na+] (sodium methoxide). Run in CO (MeOH). Product: COC=1C=C(C=2N(N1)C(=C(N2)C2=CC=C(C=C2)C2(CCC2)N)C2=CC=CC=C2)C2=NNC=C2 (1-{4-[6-methoxy-3-phenyl-8-(1H-pyrazol-3-yl)imidazo[1,2-b]pyridazin-2-yl]phenyl}cyclobutanamine). The yield is 36.0%. Reaction SMILES: Cl[C:2]1[CH:3]=[C:4]([C:28]2[CH:32]=[CH:31][NH:30][N:29]=2)[C:5]2[N:6]([C:8]([C:22]3[CH:27]=[CH:26][CH:25]=[CH:24][CH:23]=3)=[C:9]([C:11]3[CH:16]=[CH:15][C:14]([C:17]4([NH2:21])[CH2:20][CH2:19][CH2:18]4)=[CH:13][CH:12]=3)[N:10]=2)[N:7]=1.[CH3:33][O-:34].[Na+].O>CO>[CH3:33][O:34][C:2]1[CH:3]=[C:4]([C:28]2[CH:32]=[CH:31][NH:30][N:29]=2)[C:5]2[N:6]([C:8]([C:22]3[CH:27]=[CH:26][CH:25]=[CH:24][CH:23]=3)=[C:9]([C:11]3[CH:16]=[CH:15][C:14]([C:17]4([NH2:21])[CH2:20][CH2:19][CH2:18]4)=[CH:13][CH:12]=3)[N:10]=2)[N:7]=1 |f:1.2|. Procedure: To a solution of 1-{4-[6-chloro-3-phenyl-8-(1H-pyrazol-3-yl)imidazo[1,2-b]pyridazin-2-yl]phenyl}cyclobutanamine that was prepared in a manner analgous to that described for Example 19 (0.14 g, 0.32 mmol) and sodium methoxide (0.051 g, 0.95 mmol, 3.0 equiv) in MeOH (0.8 mL) was irradiated in a microwave apparatus at 120° C. for 90 min. The resulting mixture was added to water 10 mL. The aqueous mixture was extracted with DCM (3×15 mL), dried (Na2SO4 anh.) and concentrated under reduced pressure. ...